From a dataset of the Open Reaction Database (ORD), a public repository of structured organic reaction records. describe an organic reaction: reactants, conditions, products, and yield Starting materials: solution, Cl (hydrogen chloride), CN1C[C@H](OCC1)COC1=C(C=CC=C1)CCC1=CC=CC=C1 ((S)-4-methyl-2-[2-(2-phenylethyl)phenoxymethyl]morpholine). Solvent: O1CCOCC1 (dioxane), O1CCOCC1 (dioxane). Yields the product Cl.CN1C[C@H](OCC1)COC1=C(C=CC=C1)CCC1=CC=CC=C1 ((S)-4-Methyl-2-[2-(2-phenylethyl)phenoxymethyl]morpholine hydrochloride). Isolated yield 72.0%. Reaction SMILES: [CH3:1][N:2]1[CH2:7][CH2:6][O:5][C@H:4]([CH2:8][O:9][C:10]2[CH:15]=[CH:14][CH:13]=[CH:12][C:11]=2[CH2:16][CH2:17][C:18]2[CH:23]=[CH:22][CH:21]=[CH:20][CH:19]=2)[CH2:3]1.[ClH:24]>O1CCOCC1>[ClH:24].[CH3:1][N:2]1[CH2:7][CH2:6][O:5][C@H:4]([CH2:8][O:9][C:10]2[CH:15]=[CH:14][CH:13]=[CH:12][C:11]=2[CH2:16][CH2:17][C:18]2[CH:23]=[CH:22][CH:21]=[CH:20][CH:19]=2)[CH2:3]1 |f:3.4|. Reported procedure: 0.560 g of (S)-4-methyl-2-[2-(2-phenylethyl)phenoxymethyl]morpholine [prepared as described in step (a) above] was dissolved in 5 ml of dioxane, and 0.56 ml of a 4N solution of hydrogen chloride in dioxane was added to the solution. The mixture was then concentrated by distillation under reduced pressure, and the resulting oil was dissolved in 10 ml of ethyl acetate and allowed to stand at room temperature. The crystals which precipitated were collected by filtration and dried in vacuo, to give ... The reactants are COC1=CC=C(CN2C(C=3C(C=4C=CC=CC24)=NN(C3NC(C)=O)C3=CC=C(C=C3)CCN3CCCCC3)=O)C=C1 (N-{5-(4-methoxybenzyl)-4-oxo-2-[4-(2-piperidin-1-ylethyl)phenyl]-4,5-dihydro-2H-pyrazolo[4,3-c]quinolin-3-yl}acetamide), FC(C(=O)O)(F)F (trifluoroacetic acid), C1(=CC=CC=C1)OC (anisole), FC(S(=O)(=O)O)(F)F (trifluoromethanesulfonic acid), [OH-].[Na+] (sodium hydroxide). Reaction conditions: time 26 hour. Yields the product NC=1N(N=C2C1C(NC=1C=CC=CC21)=O)C2=CC=C(C=C2)CCN2CCCCC2 (3-amino-2-{4-[2-(1-piperidinyl)ethyl]phenyl}-2,5-dihydro-4H-pyrazolo[4,3-c]quinolin-4-one). Isolated yield 43.6%. Reaction SMILES: COC1C=CC(C[N:8]2[C:17]3[CH:16]=[CH:15][CH:14]=[CH:13][C:12]=3[C:11]3=[N:18][N:19]([C:25]4[CH:30]=[CH:29][C:28]([CH2:31][CH2:32][N:33]5[CH2:38][CH2:37][CH2:36][CH2:35][CH2:34]5)=[CH:27][CH:26]=4)[C:20]([NH:21]C(=O)C)=[C:10]3[C:9]2=[O:39])=CC=1.FC(F)(F)C(O)=O.C1(OC)C=CC=CC=1.FC(F)(F)S(O)(=O)=O.[OH-].[Na+]>>[NH2:21][C:20]1[N:19]([C:25]2[CH:30]=[CH:29][C:28]([CH2:31][CH2:32][N:33]3[CH2:38][CH2:37][CH2:36][CH2:35][CH2:34]3)=[CH:27][CH:26]=2)[N:18]=[C:11]2[C:12]3[CH:13]=[CH:14][CH:15]=[CH:16][C:17]=3[NH:8][C:9](=[O:39])[C:10]=12 |f:4.5|. Reported procedure: A mixture of N-{5-(4-methoxybenzyl)-4-oxo-2-[4-(2-piperidin-1-ylethyl)phenyl]-4,5-dihydro-2H-pyrazolo[4,3-c]quinolin-3-yl}acetamide (0.13 g), trifluoroacetic acid (2.5 ml), anisole (1 ml) and trifluoromethanesulfonic acid (0.5 ml) was stirred at room temperature for 26 hours. Ice and 2N aqueous sodium hydroxide solution were added to the reaction mixture, and the mixture was extracted with ethyl acetate. The extract was washed with brine, dried over anhydrous magnesium sulfate, and then the solv... The reactants are CN1CC2=C(NC=3C=CC(=CC23)C)CC1 (2,8-dimethyl-2,3,4,5-tetrahydro-1H-pyrido[4,3-b]indole), BrC=1C=CC=C2C=CN=CC12 (8-bromoisoquinoline), P(=O)([O-])([O-])[O-].[K+].[K+].[K+] (potassium phosphate), N1[C@H](C(=O)O)CCC1 (L-Proline). The reagents and catalysts are [Cu]I (CuI). Solvent: CN(C)C=O (DMF), O (water). Product: C1=NC=CC2=CC=CC(=C12)N1C2=C(C=3C=C(C=CC13)C)CN(CC2)C (5-(isoquinolin-8-yl)-2,8-dimethyl-2,3,4,5-tetrahydro-1H-pyrido[4,3-b]indole). Reaction SMILES: [CH3:1][N:2]1[CH2:15][CH2:14][C:5]2[NH:6][C:7]3[CH:8]=[CH:9][C:10]([CH3:13])=[CH:11][C:12]=3[C:4]=2[CH2:3]1.Br[C:17]1[CH:18]=[CH:19][CH:20]=[C:21]2[C:26]=1[CH:25]=[N:24][CH:23]=[CH:22]2.P([O-])([O-])([O-])=O.[K+].[K+].[K+].N1CCC[C@H]1C(O)=O>CN(C=O)C.O.[Cu]I>[CH:25]1[C:26]2[C:21](=[CH:20][CH:19]=[CH:18][C:17]=2[N:6]2[C:7]3[CH:8]=[CH:9][C:10]([CH3:13])=[CH:11][C:12]=3[C:4]3[CH2:3][N:2]([CH3:1])[CH2:15][CH2:14][C:5]2=3)[CH:22]=[CH:23][N:24]=1 |f:2.3.4.5|. Reported procedure: A solution of 2,8-dimethyl-2,3,4,5-tetrahydro-1H-pyrido[4,3-b]indole (0.1 g, 0.499 mmol), 8-bromoisoquinoline (0.155 g, 0.748 mmol), potassium phosphate (0.317 g, 1.495 mmol), CuI (9 mg, 0.047 mmol) and L-Proline (11 mg, 0.095 mmol) in dry DMF (3 mL) was heated at 150° C. for 16 h. The reaction mixture was diluted with water and extracted with EtOAc. The organic layer was dried over anhydrous sodium sulfate and concentrated under reduced pressure to obtain crude, which was purified by reverse ph...